From a dataset of the Open Reaction Database (ORD), a public repository of structured organic reaction records. describe an organic reaction: reactants, conditions, products, and yield Reaction conditions: time 45 minute. Reactants: FC(C(C=C(C)C)=O)(F)F (1,1,1-trifluoro-4-methylpent-3-en-2-one), Grignard reagent, BrC=1C=C(C=CC1)C1OCCCO1 (2-(3-bromophenyl)-[1,3]dioxane), [Mg] (magnesium). Product: O1C(OCCC1)C=1C=C(C=CC1)C(CC(C(F)(F)F)=O)(C)C (4-(3-[1,3]Dioxan-2-ylphenyl)-1,1,1-trifluoro-4-methylpentan-2-one). The solvent is C1CCOC1 (THF). The reagents and catalysts are [Cu]I (copper (I) iodide). Reported procedure: A solution of the Grignard reagent (generated from the reaction of 2-(3-bromophenyl)-[1,3]dioxane with magnesium turnings in THF, 0.25 M, 52.6 mL, 13.1 mmol) was treated with copper (I) iodide (2.5 g, 13.1 mmol) at 0° C. After 45 minutes, 1,1,1-trifluoro-4-methylpent-3-en-2-one (2 g, 13.1 mmol) was added, and the reaction mixture was slowly warmed to room temperature and stirred overnight. The mixture was quenched with aqueous saturated ammonium chloride solution and extracted with ethyl acetate... Reaction SMILES: Br[C:2]1[CH:3]=[C:4]([CH:8]2[O:13][CH2:12][CH2:11][CH2:10][O:9]2)[CH:5]=[CH:6][CH:7]=1.[Mg].[F:15][C:16]([F:24])([F:23])[C:17](=[O:22])[CH:18]=[C:19]([CH3:21])[CH3:20]>C1COCC1.[Cu]I>[O:9]1[CH2:10][CH2:11][CH2:12][O:13][CH:8]1[C:4]1[CH:3]=[C:2]([C:19]([CH3:21])([CH3:20])[CH2:18][C:17](=[O:22])[C:16]([F:24])([F:23])[F:15])[CH:7]=[CH:6][CH:5]=1. The reactants are C(C)(=O)N1C(C(C2=CC=C(C=C12)C(=O)OCC)=C(C1=CC=CC=C1)OCC)=O (1-acetyl-3-(1-ethoxy-1-phenylmethylene)-6-ethoxycarbonyl-2-indolinone), NC1=CC=C(C=C1)N(S(=O)(=O)C)C (N-(4-aminophenyl)-N-methyl-methanesulphonamide). Product: CN(C1=CC=C(N\C(\C2=CC=CC=C2)=C\2/C(NC3=CC(=CC=C23)C(=O)OCC)=O)C=C1)S(=O)(=O)C (3-Z-[1-(4-(N-methyl-methylsulphonylamino)-anilino)-1-phenyl-methylene]-6-ethoxycarbonyl-2-indolinone). RXN SMILES: C([N:4]1[C:12]2[C:7](=[CH:8][CH:9]=[C:10]([C:13]([O:15][CH2:16][CH3:17])=[O:14])[CH:11]=2)[C:6](=[C:18](OCC)[C:19]2[CH:24]=[CH:23][CH:22]=[CH:21][CH:20]=2)[C:5]1=[O:28])(=O)C.[NH2:29][C:30]1[CH:35]=[CH:34][C:33]([N:36]([CH3:41])[S:37]([CH3:40])(=[O:39])=[O:38])=[CH:32][CH:31]=1>>[CH3:41][N:36]([S:37]([CH3:40])(=[O:39])=[O:38])[C:33]1[CH:32]=[CH:31][C:30]([NH:29]/[C:18](=[C:6]2\[C:5](=[O:28])[NH:4][C:12]3[C:7]\2=[CH:8][CH:9]=[C:10]([C:13]([O:15][CH2:16][CH3:17])=[O:14])[CH:11]=3)/[C:19]2[CH:24]=[CH:23][CH:22]=[CH:21][CH:20]=2)=[CH:35][CH:34]=1. Procedure details: Prepared from 1-acetyl-3-(1-ethoxy-1-phenylmethylene)-6-ethoxycarbonyl-2-indolinone and N-(4-aminophenyl)-N-methyl-methanesulphonamide Rf value: 0.8 (aluminium oxide, ethyl acetate) C26H25N3O5S Starting materials: C(#N)C(C(=O)NC(=O)NCC)C(C)C (1-(2-cyano-3-methylbutanoyl)-3-ethylurea), C[Si](C)(C)N[Si](C)(C)C (HMDS), C[Si](C)(C)Cl (TMSCl). Conditions: temperature 125 celsius, time 20 hour. Product: C(C)N1C(=O)NC(=O)C(=C1N)C(C)C (1-ethyl-5-isopropyl-6-amino uracil). The yield is 42.3%. Reaction SMILES: [C:1]([CH:3]([CH:12]([CH3:14])[CH3:13])[C:4]([NH:6][C:7]([NH:9][CH2:10][CH3:11])=[O:8])=[O:5])#[N:2].C[Si](N[Si](C)(C)C)(C)C.C[Si](Cl)(C)C>>[CH2:10]([N:9]1[C:1]([NH2:2])=[C:3]([CH:12]([CH3:13])[CH3:14])[C:4](=[O:5])[NH:6][C:7]1=[O:8])[CH3:11]. Procedure: A flask was charged with 1-(2-cyano-3-methylbutanoyl)-3-ethylurea (1, 17.1 g, 87 mmol), HMDS (86 mL), and TMSCl (1.21 mL, 9 mmol). The reaction mixture is heated to reflux (125° C.) and left stirring for 16-24 h until solution became clear. Reaction is monitored by TLC and upon completion was cooled to room temperature then concentrated. To the resulting residue was added 1 vol. sat. NaHCO3 solution in dropwise. The mixture was added 4-5 vol. of water along with 4-5 vol. of EtOAc. An emulsion fo... Reactants: ClC1=C(C=CC(=C1Cl)C(=O)C1=CC=NN1COCC)O (2,3-dichloro-4-(1-ethoxymethyl-5-pyrazolylcarbonyl)phenol), BrCC(=O)OCC (ethyl bromoacetate), C([O-])([O-])=O.[K+].[K+] (potassium carbonate). Solvent: CC(=O)C (acetone). The product is ClC1=C(OCC(=O)OCC)C=CC(=C1Cl)C(=O)C1=CC=NN1COCC (ethyl [2,3-dichloro-4-(1-ethoxymethyl-5-pyrazolylcarbonyl)phenoxy]acetate). Yield: 88.9%. RXN SMILES: [Cl:1][C:2]1[C:7]([Cl:8])=[C:6]([C:9]([C:11]2[N:15]([CH2:16][O:17][CH2:18][CH3:19])[N:14]=[CH:13][CH:12]=2)=[O:10])[CH:5]=[CH:4][C:3]=1[OH:20].Br[CH2:22][C:23]([O:25][CH2:26][CH3:27])=[O:24].C(=O)([O-])[O-].[K+].[K+]>CC(C)=O>[Cl:1][C:2]1[C:7]([Cl:8])=[C:6]([C:9]([C:11]2[N:15]([CH2:16][O:17][CH2:18][CH3:19])[N:14]=[CH:13][CH:12]=2)=[O:10])[CH:5]=[CH:4][C:3]=1[O:20][CH2:22][C:23]([O:25][CH2:26][CH3:27])=[O:24] |f:2.3.4|. Procedure details: 1.67 g of 2,3-dichloro-4-(1-ethoxymethyl-5-pyrazolylcarbonyl)phenol, 1.15 g of ethyl bromoacetate and 1.68 g of potassium carbonate are added to 60 ml of acetone, and the mixture is refluxed for 1 hour. The reaction mixture is filtered and the filtrate is evaporated to remove solvent. The residue is dissolved in benzene, and the solution is treated with activated charcoal and evaporated to give an oil, which is then crystallized from isopropyl ether to give 1.89 g of ethyl [2,3-dichloro-4-(1-eth... Product: BrCC=CC1CCCCC1. RXN SMILES: [CH3:22][CH2:23][O:24][CH2:25][CH3:26].[CH:1]1([CH:7]=[CH:8][CH2:9][OH:10])[CH2:2][CH2:3][CH2:4][CH2:5][CH2:6]1.[OH2:21].[P:17]([Br:18])([Br:19])[Br:20].[cH:11]1[cH:12][cH:13][n:14][cH:15][cH:16]1>>[CH:1]1([CH:7]=[CH:8][CH2:9][Br:18])[CH2:2][CH2:3][CH2:4][CH2:5][CH2:6]1. Starting materials: CCOCC, OCC=CC1CCCCC1, O, BrP(Br)Br, c1ccncc1. Reactants: NC=1C=NC=CC1 (3-Aminopyridine), NC(=O)N (Urea), N(=O)[O-].[Na+] (sodium nitrite), S(O)(O)(=O)=O (sulfuric acid), [N-]=[N+]=[N-].[Na+] (sodium azide), C([O-])(O)=O.[Na+] (sodium bicarbonate). Solvent: O (water), O (water), O (water). Conditions: temperature 5 celsius, time 5 minute. Yields the product N(=[N+]=[N-])C=1C=NC=CC1 (3-Azidopyridine). Reaction SMILES: [NH2:1][C:2]1[CH:3]=[N:4][CH:5]=[CH:6][CH:7]=1.S(=O)(=O)(O)O.N([O-])=O.[Na+].NC(N)=O.[N-:21]=[N+:22]=[N-].[Na+].C(=O)(O)[O-].[Na+]>O>[N:1]([C:2]1[CH:3]=[N:4][CH:5]=[CH:6][CH:7]=1)=[N+:21]=[N-:22] |f:2.3,5.6,7.8|. Procedure details: 3-Aminopyridine (18.89 g, 0.20 mol) was added to a warm (55° C.) solution of 36 ml of concentrated sulfuric acid in 210 ml of water. The mixture was stirred for five minutes and was then cooled to 5° C. and a solution of 16.66 g (0.24 mol) of sodium nitrite in 140 ml of water was added dropwise, keeping the temperature below 6° C. The mixture was left to stir for 20 minutes. Urea (2.4 g, 0.04 mol) was added and the mixture was again left to stir at 5° C. for 20 minutes. A solution of 15.60 g (0.... Reactants: CN1C(NC(C=2NC=NC12)=O)=O (3-methyl-xanthine), ClCC#N (chloroacetonitrile). Run in [OH-].[Na+] (sodium hydroxide), CN(C=O)C (dimethyl formamide), CN(C=O)C (dimethyl formamide). The product is C(#N)CN1C=NC=2N(C(NC(C12)=O)=O)C (7-cyanomethyl-3-methyl-xanthine). As a reaction SMILES: [CH3:1][N:2]1[C:10]2[N:9]=[CH:8][NH:7][C:6]=2[C:5](=[O:11])[NH:4][C:3]1=[O:12].Cl[CH2:14][C:15]#[N:16]>[OH-].[Na+].CN(C)C=O>[C:15]([CH2:14][N:7]1[C:6]2[C:5](=[O:11])[NH:4][C:3](=[O:12])[N:2]([CH3:1])[C:10]=2[N:9]=[CH:8]1)#[N:16] |f:2.3|. Reported procedure: 35.0 g (0.25 mole) of 3-methyl-xanthine (Chem. Ber. 83, 209 1950) are dissolved in 81.4 ml (0.25 mole) of a 10% sodium hydroxide solution under shaking; crystallization takes place within some minutes. Water is distilled off in vacuo and the traces of water are removed by azeotropic distillation with toluene. The residue is suspended in 35 ml of dimethyl formamide, whereupon a solution of 18.9 g (0.25 mole) of chloroacetonitrile in 80 ml of dimethyl formamide is added dropwise at 100° C. within ...